The task is: describe an organic reaction: reactants, conditions, products, and yield. This data is from the Open Reaction Database (ORD), a public repository of structured organic reaction records. Starting materials: C(C)OC(=O)C1=C(NC(=C(C1C1=C(C=CC=C1)Cl)C(=O)OCC)C)CN1C(C=2C(C1=O)=CC=CC2)=O (2-phthalimidomethyl-6-methyl-4-(2-chlorophenyl)-1,4-dihydropyridine-3,5-dicarboxylic acid diethyl ester), O.NN (hydrazine hydrate). Run in C(C)O (ethanol). The product is C(C)OC(=O)C1=C(NC(=C(C1C1=C(C=CC=C1)Cl)C(=O)OCC)C)CN (2-Aminomethyl-6-methyl-4-(2'-chlorophenyl)-1,4-dihydropyridine-3,5-dicarboxylic acid diethyl ester). Reaction SMILES: [CH2:1]([O:3][C:4]([C:6]1[CH:11]([C:12]2[CH:17]=[CH:16][CH:15]=[CH:14][C:13]=2[Cl:18])[C:10]([C:19]([O:21][CH2:22][CH3:23])=[O:20])=[C:9]([CH3:24])[NH:8][C:7]=1[CH2:25][N:26]1C(=O)C2=CC=CC=C2C1=O)=[O:5])[CH3:2].O.NN>C(O)C>[CH2:1]([O:3][C:4]([C:6]1[CH:11]([C:12]2[CH:17]=[CH:16][CH:15]=[CH:14][C:13]=2[Cl:18])[C:10]([C:19]([O:21][CH2:22][CH3:23])=[O:20])=[C:9]([CH3:24])[NH:8][C:7]=1[CH2:25][NH2:26])=[O:5])[CH3:2] |f:1.2|. Reported procedure: 14 g of 2-phthalimidomethyl-6-methyl-4-(2-chlorophenyl)-1,4-dihydropyridine-3,5-dicarboxylic acid diethyl ester are heated to the boil in 150 ccs of ethanol, with the addition of 5 ccs of hydrazine hydrate, for 2-3 hours, the mixture is filtered hot and the filtrate is filtered again after cooling and concentrated in vacuo. Reactants: CC(C(=O)O)(CC1CCCC1)C1=CC=C(C=C1)S(=O)(=O)C (methyl 3-cyclopentyl-2-(4-methanesulfonylphenyl)propionic acid), [OH-].[Na+] (sodium hydroxide). Solvent: CO (methanol). Run at time 24 hour. The product is C1(CCCC1)CC(C(=O)O)C1=CC=C(C=C1)S(=O)(=O)C (3-cyclopentyl-2-(4-methanesulfonylphenyl)propionic acid). As a reaction SMILES: C[C:2]([C:12]1[CH:17]=[CH:16][C:15]([S:18]([CH3:21])(=[O:20])=[O:19])=[CH:14][CH:13]=1)([CH2:6][CH:7]1[CH2:11][CH2:10][CH2:9][CH2:8]1)[C:3]([OH:5])=[O:4].[OH-].[Na+]>CO>[CH:7]1([CH2:6][CH:2]([C:12]2[CH:17]=[CH:16][C:15]([S:18]([CH3:21])(=[O:20])=[O:19])=[CH:14][CH:13]=2)[C:3]([OH:5])=[O:4])[CH2:11][CH2:10][CH2:9][CH2:8]1 |f:1.2|. Procedure: A mixture of methyl 3-cyclopentyl-2-(4-methanesulfonylphenyl)propionic acid (2.8 g, 9.0 mmol), 1 N sodium hydroxide (19 mL), and methanol (25 mL) was stirred at room temperature for 24 h. The reaction mixture was concentrated in vacuo to remove the methanol and 2 N HCl (9 mL) was slowly added at 0° C. to give white crystals of 3-cyclopentyl-2-(4-methanesulfonylphenyl)propionic acid. Yield: 2.3 g (87%). mp: 160-161° C. 1H-NMR (CDCl3, δ ppm): 7.90 (d, J=8.2 Hz, 2H); 7.54 (d, J=8.2 Hz, 2H); 3.72 (t...